Dataset: the Open Reaction Database (ORD), a public repository of structured organic reaction records. Task: describe an organic reaction: reactants, conditions, products, and yield Starting materials: CC(=O)OCc1c(C)cc(C)c(C2(C(N)=O)SC=CC2S(=O)(=O)Nc2onc(C)c2Cl)c1C, C[O-], CO, [Na+]. The product is Cc1cc(C)c(C2(C(N)=O)SC=CC2S(=O)(=O)Nc2onc(C)c2Cl)c(C)c1CO. As a reaction SMILES: [C:1](=[O:2])([CH3:3])[O:4][CH2:5][c:6]1[c:7]([CH3:33])[c:8]([C:14]2([C:30](=[O:31])[NH2:32])[S:15][CH:16]=[CH:17][CH:18]2[S:19]([NH:20][c:21]2[c:22]([Cl:27])[c:23]([CH3:26])[n:24][o:25]2)(=[O:28])=[O:29])[c:9]([CH3:13])[cH:10][c:11]1[CH3:12].[CH3:34][O-:35].[CH3:37][OH:38].[Na+:36]>>[OH:4][CH2:5][c:6]1[c:7]([CH3:33])[c:8]([C:14]2([C:30](=[O:31])[NH2:32])[S:15][CH:16]=[CH:17][CH:18]2[S:19]([NH:20][c:21]2[c:22]([Cl:27])[c:23]([CH3:26])[n:24][o:25]2)(=[O:28])=[O:29])[c:9]([CH3:13])[cH:10][c:11]1[CH3:12].